Dataset: the Open Reaction Database (ORD), a public repository of structured organic reaction records. Task: describe an organic reaction: reactants, conditions, products, and yield Reactants: C(C1=CC=CC=C1)OC(=O)N1C2COCC1CNC2 (3-oxa-7,9-diaza-bicyclo[3.3.1]nonane-9-carboxylic acid benzyl ester), CCN(C(C)C)C(C)C (DIPEA), CS(=O)(=O)Cl (methanesulfonyl chloride). The solvent is C(Cl)Cl (CH2Cl2). Reaction conditions: time 1 hour. Product: C(C1=CC=CC=C1)OC(=O)N1C2COCC1CN(C2)S(=O)(=O)C (7-methanesulfonyl-3-oxa-7,9-diaza-bicyclo[3.3.1]nonane-9-carboxylic acid benzyl ester). Yield: 93.5%. RXN SMILES: [CH2:1]([O:8][C:9]([N:11]1[CH:16]2[CH2:17][NH:18][CH2:19][CH:12]1[CH2:13][O:14][CH2:15]2)=[O:10])[C:2]1[CH:7]=[CH:6][CH:5]=[CH:4][CH:3]=1.CCN(C(C)C)C(C)C.[CH3:29][S:30](Cl)(=[O:32])=[O:31]>C(Cl)Cl>[CH2:1]([O:8][C:9]([N:11]1[CH:16]2[CH2:17][N:18]([S:30]([CH3:29])(=[O:32])=[O:31])[CH2:19][CH:12]1[CH2:13][O:14][CH2:15]2)=[O:10])[C:2]1[CH:3]=[CH:4][CH:5]=[CH:6][CH:7]=1. Procedure: To a solution of 3-oxa-7,9-diaza-bicyclo[3.3.1]nonane-9-carboxylic acid benzyl ester (Compound X) (100 mg, 0.33 mmol) in CH2Cl2 (5 mL) was added DIPEA (0.23 mL, 1.32 mmol) and methanesulfonyl chloride (57 mg, 0.49 mol). The reaction mixture was stirred at room temperature for 1 hour, and then quenched with sat. NH4Cl, then diluted with EtOAc (60 mL). The mixture was washed with sat. NH4Cl, sat. NaHCO3 and brine (20 mL) respectively. The organic layer was dried over Na2SO4. The solvent was remove... Reactants: BrC=1C=C2C=CC(=NC2=C(C1N(C)C)C#N)CO[Si](C)(C)C(C)(C)C (6-bromo-2-((tert-butyldimethylsilyloxy)methyl)-7-(dimethylamino)quinoline-8-carbonitrile), PdCl2(PPh3)3, C[Si](C)(C)C#C (trimethylsilylacetylene), C(C)NCC (diethylamine). The reagents and catalysts are [Cu](I)I (copper iodide), C1(=CC=CC=C1)P(C1=CC=CC=C1)C1=CC=CC=C1 (triphenylphosphine). The solvent is CN(C)C=O (DMF). Reaction conditions: temperature 110 celsius. Yields the product N1=CC=CC2=CC=CC(=C12)C#N (quinoline-8-carbonitrile). Yield: 201.8%. Reaction SMILES: Br[C:2]1[CH:3]=[C:4]2[C:9](=[C:10]([C:15]#[N:16])[C:11]=1N(C)C)[N:8]=[C:7](CO[Si](C(C)(C)C)(C)C)[CH:6]=[CH:5]2.C(NCC)C.C[Si](C#C)(C)C>[Cu](I)I.C1(P(C2C=CC=CC=2)C2C=CC=CC=2)C=CC=CC=1.CN(C=O)C>[N:8]1[C:9]2[C:4](=[CH:3][CH:2]=[CH:11][C:10]=2[C:15]#[N:16])[CH:5]=[CH:6][CH:7]=1. Procedure: In a sealed tube were introduced the 6-bromo-2-((tert-butyldimethylsilyloxy)methyl)-7-(dimethylamino)quinoline-8-carbonitrile (946 mg, 2.25 mmol, 1.0 eq), PdCl2(PPh3)3 (79 mg, 0.11 mmol, 5% mol), copper iodide (21 mg, 0.11 mmol, 5% mol), and triphenylphosphine (106 mg, 0.39 mmol, 20% mol). Then, DMF (5 mL) was added followed by diethylamine (3.5 mL, 34 mmol, 15 eq) and trimethylsilylacetylene (350 μL, 2.5 mmol, 1.1 eq). The mixture was heated at 110° C. overnight. After cooling down the solvent ...